This data is from the Open Reaction Database (ORD), a public repository of structured organic reaction records. The task is: describe an organic reaction: reactants, conditions, products, and yield The reactants are [OH-].[K+] (potassium hydroxide), Cl.NO (hydroxylamine hydrochloride salt), C1(=CC=CC=C1)CC(C(=O)O)=O (phenylpyruvic acid), C(CC(=O)C(=O)O)(=O)O (oxalacetic acid), Cl (hydrochloric acid). Solvent: C1(=CC=CC=C1)C (toluene), O (water). Product: C(C1=CC=CC=C1)C(CC(C(=O)O)=NO)(C(=O)O)O (4-benzyl-4-hydroxy-2-hydroxyiminoglutaric acid). Reaction SMILES: [OH-:1].[K+].[C:3]1([CH2:9][C:10](=[O:14])[C:11]([OH:13])=[O:12])[CH:8]=[CH:7][CH:6]=[CH:5][CH:4]=1.[C:15]([OH:23])(=[O:22])[CH2:16][C:17](C(O)=O)=O.Cl.[NH2:25]O.Cl>O.C1(C)C=CC=CC=1>[CH2:9]([C:10]([OH:14])([C:11]([OH:13])=[O:12])[CH2:17][C:16](=[N:25][OH:1])[C:15]([OH:23])=[O:22])[C:3]1[CH:8]=[CH:7][CH:6]=[CH:5][CH:4]=1 |f:0.1,4.5|. Procedure details: After 16.23 g (having a purity of 85% by weight) of potassium hydroxide was dissolved in 45 ml of water, 5.0 g (30.5 mmol) of phenylpyruvic acid and 12.1 g (91.4 mmol) of oxalacetic acid were added to the resulting solution, for reaction at ambient temperature for 24 hours (about pH 13 at the start of the reaction). To the reaction solution was added 8.5 g (121.8 mmol) of hydroxylamine hydrochloride salt, for reaction at ambient temperature for 72 hours. The reaction solution was adjusted to pH ... Reactants: C(C)(C)(C)OC(=O)N1C(CN(CC1)C(=O)C1=NC(=CC=C1)C1CC1)(C)C (4-(6-cyclopropyl-pyridine-2-carbonyl)-2,2-dimethyl-piperazine-1-carboxylic acid tert-butyl ester), C(=O)(C(F)(F)F)O (TFA). Conditions: time 3.5 hour. The product is FC(C(=O)O)(F)F.C1(CC1)C1=CC=CC(=N1)C(=O)N1CC(NCC1)(C)C ((6-Cyclopropyl-pyridin-2-yl)-(3,3-dimethyl-piperazin-1-yl)-methanone trifluoroacetate). RXN SMILES: C(OC([N:8]1[CH2:13][CH2:12][N:11]([C:14]([C:16]2[CH:21]=[CH:20][CH:19]=[C:18]([CH:22]3[CH2:24][CH2:23]3)[N:17]=2)=[O:15])[CH2:10][C:9]1([CH3:26])[CH3:25])=O)(C)(C)C.[C:27]([OH:33])([C:29]([F:32])([F:31])[F:30])=[O:28]>>[F:30][C:29]([F:32])([F:31])[C:27]([OH:33])=[O:28].[CH:22]1([C:18]2[N:17]=[C:16]([C:14]([N:11]3[CH2:12][CH2:13][NH:8][C:9]([CH3:26])([CH3:25])[CH2:10]3)=[O:15])[CH:21]=[CH:20][CH:19]=2)[CH2:23][CH2:24]1 |f:2.3|. Procedure details: To a mixture of 190 mg (0.529 mmol) 4-(6-cyclopropyl-pyridine-2-carbonyl)-2,2-dimethyl-piperazine-1-carboxylic acid tert-butyl ester was added 500 μl (6.48 mmol) TFA. The resulting mixture was stirred at RT for 3.5 h. The solvent was evaporated.